Dataset: the Open Reaction Database (ORD), a public repository of structured organic reaction records. Task: describe an organic reaction: reactants, conditions, products, and yield Reactants: C(C1=CC=CC=C1)(=O)OCC1(OC(C2=CC=CC=C2)=O)[C@@H](OC(C2=CC=CC=C2)=O)[C@H](OC(C2=CC=CC=C2)=O)[C@H](O1)COC(C1=CC=CC=C1)=O (D-fructofuranose pentabenzoate), C(C#C)[Si](C)(C)C (propargyltrimethylsilane), B(F)(F)F.CCOCC (boron trifluoride etherate). Solvent: C(C)#N (acetonitrile). Yields the product C(C1=CC=CC=C1)(=O)OC[C@@]1(C=C=C)[C@@H](O)[C@H](O)[C@H](O1)CO (4,7-anhydro-4-C-[(benzoyloxy)methyl]-1,2,3-trideoxy-D-manno-octa-1,2-dienitol), tribenzoate. RXN SMILES: C([O:9][CH2:10][C:11]1([O:42][C@H:41]([CH2:43][O:44][C:45](=[O:52])[C:46]2[CH:51]=[CH:50][CH:49]=[CH:48][CH:47]=2)[C@@H:31]([O:32]C(=O)C2C=CC=CC=2)[C@@H:21]1[O:22]C(=O)C1C=CC=CC=1)OC(=O)C1C=CC=CC=1)(=O)C1C=CC=CC=1.[CH2:53]([Si](C)(C)C)[C:54]#[CH:55].B(F)(F)F.CCOCC>C(#N)C>[C:45]([O:44][CH2:43][C@@:41]1([O:42][C@H:11]([CH2:10][OH:9])[C@@H:21]([OH:22])[C@@H:31]1[OH:32])[CH:53]=[C:54]=[CH2:55])(=[O:52])[C:46]1[CH:47]=[CH:48][CH:49]=[CH:50][CH:51]=1 |f:2.3|. Reported procedure: In accordance with Flowchart G, D-fructofuranose pentabenzoate 57 and propargyltrimethylsilane in acetonitrile at 0° C. are reacted with boron trifluoride etherate, giving 4,7-anhydro-4-C-[(benzoyloxy)methyl]-1,2,3-trideoxy-D-manno-octa-1,2-dienitol, tribenzoate 58, which is treated with sodium methoxide in methanol, giving 4,7-anhydro-1,2,3-trideoxy-4-C-(hydroxymethyl)-D-oluco (or D-manno)-octa-1,2-dienitol 59. Compound 59 is treated with cupric sulfate and sulfuric acid in acetone followed by ... Reactants: FC(C(C)(O)C1=CC=C(C=C1)N1C(CN(CC1)S(=O)(=O)C=1SC=CC1)CN1[C@H](COCC1)C)(F)F (1,1,1-trifluoro-2-(4-(2-(((3S)-3-methyl-4-morpholinyl)methyl)-4-(2-thiophenylsulfonyl)-1-piperazinyl)phenyl)-2-propanol), I(=O)(=O)(=O)[O-].[Na+] (sodium periodate). The reagents and catalysts are O.O=[Ru]=O (dioxoruthenium hydrate). Solvent: CCOC(=O)C (EtOAc), O (water). Run at time 48 hour. The product is C[C@H]1COCC(N1C[C@@H]1N(CCN(C1)S(=O)(=O)C=1SC=CC1)C1=CC=C(C=C1)[C@](C(F)(F)F)(C)O)=O ((S)-5-methyl-4-(((S)-4-(thiophen-2-ylsulfonyl)-1-(4-((S)-1,1,1-trifluoro-2-hydroxypropan-2-yl)phenyl)piperazin-2-yl)methyl)morpholin-3-one). Isolated yield 24.5%. RXN SMILES: [F:1][C:2]([F:35])([F:34])[C:3]([C:6]1[CH:11]=[CH:10][C:9]([N:12]2[CH2:17][CH2:16][N:15]([S:18]([C:21]3[S:22][CH:23]=[CH:24][CH:25]=3)(=[O:20])=[O:19])[CH2:14][CH:13]2[CH2:26][N:27]2[CH2:32][CH2:31][O:30][CH2:29][C@@H:28]2[CH3:33])=[CH:8][CH:7]=1)([OH:5])[CH3:4].I([O-])(=O)(=O)=[O:37].[Na+]>CCOC(C)=O.O.O.O=[Ru]=O>[CH3:33][C@@H:28]1[N:27]([CH2:26][C@H:13]2[CH2:14][N:15]([S:18]([C:21]3[S:22][CH:23]=[CH:24][CH:25]=3)(=[O:19])=[O:20])[CH2:16][CH2:17][N:12]2[C:9]2[CH:8]=[CH:7][C:6]([C@@:3]([OH:5])([CH3:4])[C:2]([F:1])([F:34])[F:35])=[CH:11][CH:10]=2)[C:32](=[O:37])[CH2:31][O:30][CH2:29]1 |f:1.2,5.6|. Procedure details: A solution of (2S)-1,1,1-trifluoro-2-(4-(2-(((R)-3-methylmorpholino)methyl)-4-(thiophen-2-ylsulfonyl)piperazin-1-yl)phenyl)propan-2-ol (50 mg, 0.094 mmol, Example 45, peak 2) in EtOAc (1 mL) was added to a mixture of dioxoruthenium hydrate (1.42 mg, 9.37 μmol, Sigma Aldrich, St. Louis, Mo.) and 10% aqueous sodium periodate (30.1 mg, 0.141 mmol, Sigma Aldrich, St. Louis, Mo.) in water (1.5 mL). The solution was stirred vigorously for 48 hours at room temperature. The reaction mixture was then con... Starting materials: C(C)N1CCN(CC1)C1=CC=C(C=N1)CO ([6-(4-ethylpiperazin-1-yl)pyridin-3-yl]methanol), BrP(Br)Br (tribromophosphane). Run in C(Cl)(Cl)Cl (chloroform). Reaction conditions: time 3 hour. The product is BrCC=1C=CC(=NC1)N1CCN(CC1)CC (1-[5-(bromomethyl)pyridin-2-yl]-4-ethylpiperazine). The yield is 100.0%. RXN SMILES: [CH2:1]([N:3]1[CH2:8][CH2:7][N:6]([C:9]2[N:14]=[CH:13][C:12]([CH2:15]O)=[CH:11][CH:10]=2)[CH2:5][CH2:4]1)[CH3:2].[Br:17]P(Br)Br>C(Cl)(Cl)Cl>[Br:17][CH2:15][C:12]1[CH:11]=[CH:10][C:9]([N:6]2[CH2:7][CH2:8][N:3]([CH2:1][CH3:2])[CH2:4][CH2:5]2)=[N:14][CH:13]=1. Procedure details: To a solution of [6-(4-ethylpiperazin-1-yl)pyridin-3-yl]methanol (3.0 g, 13.55 mmol) in anhydrous chloroform was added at 0° C. tribromophosphane (4.03 g, 14.91 mmol). The reaction mixture was allowed to stir at room temperature for 3 hours. The solvent was evaporated to provide 1-[5-(bromomethyl)pyridin-2-yl]-4-ethylpiperazine (3.85 g), which was used in the next step without any further purification. The reactants are CCNC, C1CCOC1, N#Cc1c(Cl)nc(SCc2csc(-c3ccc(Cl)cc3)n2)c(C#N)c1-c1ccc(OCCO)cc1, O. Yields the product CCN(C)c1nc(SCc2csc(-c3ccc(Cl)cc3)n2)c(C#N)c(-c2ccc(OCCO)cc2)c1C#N. As a reaction SMILES: [CH2:36]([CH3:37])[NH:38][CH3:39].[CH2:41]1[O:42][CH2:43][CH2:44][CH2:45]1.[Cl:1][c:2]1[n:3][c:4]([S:22][CH2:23][c:24]2[n:25][c:26](-[c:29]3[cH:30][cH:31][c:32]([Cl:35])[cH:33][cH:34]3)[s:27][cH:28]2)[c:5]([C:20]#[N:21])[c:6](-[c:10]2[cH:11][cH:12][c:13]([O:16][CH2:17][CH2:18][OH:19])[cH:14][cH:15]2)[c:7]1[C:8]#[N:9].[OH2:40]>>[c:2]1([N:38]([CH2:36][CH3:37])[CH3:39])[n:3][c:4]([S:22][CH2:23][c:24]2[n:25][c:26](-[c:29]3[cH:30][cH:31][c:32]([Cl:35])[cH:33][cH:34]3)[s:27][cH:28]2)[c:5]([C:20]#[N:21])[c:6](-[c:10]2[cH:11][cH:12][c:13]([O:16][CH2:17][CH2:18][OH:19])[cH:14][cH:15]2)[c:7]1[C:8]#[N:9].